From a dataset of the Open Reaction Database (ORD), a public repository of structured organic reaction records. describe an organic reaction: reactants, conditions, products, and yield Starting materials: CCOC(=O)CN1C(=O)CSC1=S, C1CCNCC1, ClCCl, O=Cc1ccc(-c2cccc(I)c2)o1. Yields the product CCOC(=O)CN1C(=O)C(=Cc2ccc(-c3cccc(I)c3)o2)SC1=S. RXN SMILES: [CH2:15]([CH3:16])[O:17][C:18]([CH2:19][N:20]1[C:21](=[S:26])[S:22][CH2:23][C:24]1=[O:25])=[O:27].[CH2:28]1[CH2:29][CH2:30][NH:31][CH2:32][CH2:33]1.[Cl:34][CH2:35][Cl:36].[I:1][c:2]1[cH:3][c:4](-[c:8]2[cH:9][cH:10][c:11]([CH:13]=[O:14])[o:12]2)[cH:5][cH:6][cH:7]1>>[I:1][c:2]1[cH:3][c:4](-[c:8]2[cH:9][cH:10][c:11]([CH:13]=[C:23]3[S:22][C:21](=[S:26])[N:20]([CH2:19][C:18]([O:17][CH2:15][CH3:16])=[O:27])[C:24]3=[O:25])[o:12]2)[cH:5][cH:6][cH:7]1. Reactants: FC(C(=O)O)(F)F.C1N(CC2=C1CNC2)C(=O)C2=C(C=CC=C2)C(F)(F)F ((3,4,5,6-Tetrahydro-1H-pyrrolo[3,4-c]pyrrol-2-yl)(2-trifluoromethylphenyl)methanone trifluoroacetate), ClC=1N=NC(=CC1)OCCC1=CC=CC=C1 (3-chloro-6-phenethyloxypyridazine), tris(dibenzylideneacetone)dipalladium(0)chloroform, C1=CC=C(C=C1)P(C2=CC=CC=C2)C3=C(C4=CC=CC=C4C=C3)C5=C(C=CC6=CC=CC=C65)P(C7=CC=CC=C7)C8=CC=CC=C8 ((R)-(+)-2,2′-bis(diphenylphosphino)-1,1′-binaphthyl), C([O-])([O-])=O.[Cs+].[Cs+] (cesium carbonate). Solvent: O1CCOCC1 (dioxane). Yields the product FC(C(=O)O)(F)F.C(CC1=CC=CC=C1)OC1=CC=C(N=N1)N1CC2=C(C1)CN(C2)C(=O)C2=C(C=CC=C2)C(F)(F)F ([5-(6-Phenethyloxypyridazin-3-yl)-3,4,5,6-tetrahydro-1H-pyrrolo[3,4-c]pyrrol-2-yl](2-trifluoromethylphenyl)methanone trifluoroacetate). RXN SMILES: [F:1][C:2]([F:7])([F:6])[C:3]([OH:5])=[O:4].[CH2:8]1[C:12]2[CH2:13][NH:14][CH2:15][C:11]=2[CH2:10][N:9]1[C:16]([C:18]1[CH:23]=[CH:22][CH:21]=[CH:20][C:19]=1[C:24]([F:27])([F:26])[F:25])=[O:17].Cl[C:29]1[N:30]=[N:31][C:32]([O:35][CH2:36][CH2:37][C:38]2[CH:43]=[CH:42][CH:41]=[CH:40][CH:39]=2)=[CH:33][CH:34]=1.C1C=CC(P(C2C=CC3C(=CC=CC=3)C=2C2C3C(=CC=CC=3)C=CC=2P(C2C=CC=CC=2)C2C=CC=CC=2)C2C=CC=CC=2)=CC=1.C(=O)([O-])[O-].[Cs+].[Cs+]>O1CCOCC1>[F:1][C:2]([F:7])([F:6])[C:3]([OH:5])=[O:4].[CH2:36]([O:35][C:32]1[N:31]=[N:30][C:29]([N:14]2[CH2:13][C:12]3[CH2:8][N:9]([C:16]([C:18]4[CH:23]=[CH:22][CH:21]=[CH:20][C:19]=4[C:24]([F:27])([F:25])[F:26])=[O:17])[CH2:10][C:11]=3[CH2:15]2)=[CH:34][CH:33]=1)[CH2:37][C:38]1[CH:39]=[CH:40][CH:41]=[CH:42][CH:43]=1 |f:0.1,4.5.6,8.9|. Procedure details: (3,4,5,6-Tetrahydro-1H-pyrrolo[3,4-c]pyrrol-2-yl)(2-trifluoromethylphenyl)methanone trifluoroacetate (example 1b) (500 mg, 1.26 mmol), 3-chloro-6-phenethyloxypyridazine (example 4a) (296 mg, 1.26 mmol), tris(dibenzylideneacetone)dipalladium(0)chloroform adduct (67.9 mg, 65.6 μmol), (R)-(+)-2,2′-bis(diphenylphosphino)-1,1′-binaphthyl (81.7 mg, 131 μmol) and cesium carbonate (1.645 g, 5.048 mmol) were stirred in 5 ml of dioxane under an argon atmosphere at 80° C. for 4 h. The reaction mixture was ... Starting materials: CO, [H][H], Cc1cc(CC(OC(=O)N2CCC(N3CCc4ccccc4NC3=O)CC2)C(=O)N2CCC(C3CCN(Cc4ccccc4)CC3)CC2)cc2nc[nH]c12. Product: Cc1cc(CC(OC(=O)N2CCC(N3CCc4ccccc4NC3=O)CC2)C(=O)N2CCC(C3CCNCC3)CC2)cc2nc[nH]c12. RXN SMILES: [CH3:57][OH:58].[H:55][H:56].[O:1]=[C:2]1[NH:3][c:4]2[c:5]([cH:51][cH:52][cH:53][cH:54]2)[CH2:6][CH2:7][N:8]1[CH:9]1[CH2:10][CH2:11][N:12]([C:15](=[O:16])[O:17][CH:18]([C:19](=[O:20])[N:21]2[CH2:22][CH2:23][CH:24]([CH:27]3[CH2:28][CH2:29][N:30]([CH2:33][c:34]4[cH:35][cH:36][cH:37][cH:38][cH:39]4)[CH2:31][CH2:32]3)[CH2:25][CH2:26]2)[CH2:40][c:41]2[cH:42][c:43]3[c:44]([nH:45][cH:46][n:47]3)[c:48]([CH3:50])[cH:49]2)[CH2:13][CH2:14]1>>[O:1]=[C:2]1[NH:3][c:4]2[c:5]([cH:51][cH:52][cH:53][cH:54]2)[CH2:6][CH2:7][N:8]1[CH:9]1[CH2:10][CH2:11][N:12]([C:15](=[O:16])[O:17][CH:18]([C:19](=[O:20])[N:21]2[CH2:22][CH2:23][CH:24]([CH:27]3[CH2:28][CH2:29][NH:30][CH2:31][CH2:32]3)[CH2:25][CH2:26]2)[CH2:40][c:41]2[cH:42][c:43]3[c:44]([nH:45][cH:46][n:47]3)[c:48]([CH3:50])[cH:49]2)[CH2:13][CH2:14]1. Starting materials: F[B-](F)(F)F, CS(=O)(=O)N(CC(=O)O)c1ccc(NC(=C2C(=O)Nc3ccc([N+](=O)[O-])cc32)c2ccccc2)cc1, CCN(C(C)C)C(C)C, C[NH2+]C, [Cl-], CN(C)C=O, On1nnc2ccccc21, CN(C)C(On1nnc2ccccc21)=[N+](C)C. The product is CN(C)C(=O)CN(c1ccc(NC(=C2C(=O)Nc3ccc([N+](=O)[O-])cc32)c2ccccc2)cc1)S(C)(=O)=O. Reaction SMILES: [B-:51]([F:52])([F:53])([F:54])[F:55].[C:1](=[O:2])([OH:3])[CH2:4][N:5]([S:6](=[O:7])(=[O:8])[CH3:9])[c:10]1[cH:11][cH:12][c:13]([NH:16][C:17]([c:18]2[cH:19][cH:20][cH:21][cH:22][cH:23]2)=[C:24]2[C:25](=[O:36])[NH:26][c:27]3[cH:28][cH:29][c:30]([N+:33](=[O:34])[O-:35])[cH:31][c:32]32)[cH:14][cH:15]1.[CH2:73]([N:74]([CH:75]([CH3:76])[CH3:77])[CH:78]([CH3:79])[CH3:80])[CH3:81].[CH3:38][NH2+:39][CH3:40].[Cl-:37].[O:82]=[CH:83][N:84]([CH3:85])[CH3:86].[OH:41][n:42]1[c:43]2[c:44]([cH:45][cH:46][cH:47][cH:48]2)[n:49][n:50]1.[n:56]1([O:57][C:58]([N:59]([CH3:60])[CH3:61])=[N+:62]([CH3:63])[CH3:64])[c:65]2[cH:66][cH:67][cH:68][cH:69][c:70]2[n:71][n:72]1>>[C:1](=[O:3])([CH2:4][N:5]([S:6](=[O:7])(=[O:8])[CH3:9])[c:10]1[cH:11][cH:12][c:13]([NH:16][C:17]([c:18]2[cH:19][cH:20][cH:21][cH:22][cH:23]2)=[C:24]2[C:25](=[O:36])[NH:26][c:27]3[cH:28][cH:29][c:30]([N+:33](=[O:34])[O-:35])[cH:31][c:32]32)[cH:14][cH:15]1)[N:39]([CH3:38])[CH3:40]. The reactants are CC=1C=C2C=3CCCC(C3NC2=CC1)N (6-methyl-2,3,4,9-tetrahydro-1H-carbazol-1-amine), C(C1=CC=CC=C1)(=O)Cl (benzoyl chloride). The product is CC=1C=C2C=3CCCC(C3NC2=CC1)NC(C1=CC=CC=C1)=O (N-(6-Methyl-2,3,4,9-tetrahydro-1H-carbazol-1-yl)benzamide), solid. Isolated yield 81.0%. Reaction SMILES: [CH3:1][C:2]1[CH:3]=[C:4]2[C:12](=[CH:13][CH:14]=1)[NH:11][C:10]1[CH:9]([NH2:15])[CH2:8][CH2:7][CH2:6][C:5]2=1.[C:16](Cl)(=[O:23])[C:17]1[CH:22]=[CH:21][CH:20]=[CH:19][CH:18]=1>>[CH3:1][C:2]1[CH:3]=[C:4]2[C:12](=[CH:13][CH:14]=1)[NH:11][C:10]1[CH:9]([NH:15][C:16](=[O:23])[C:17]3[CH:22]=[CH:21][CH:20]=[CH:19][CH:18]=3)[CH2:8][CH2:7][CH2:6][C:5]2=1. Reported procedure: N-(6-Methyl-2,3,4,9-tetrahydro-1H-carbazol-1-yl)benzamide was prepared from 6-methyl-2,3,4,9-tetrahydro-1H-carbazol-1-amine and benzoyl chloride in a similar manner as described above to give a pale yellow solid (81% yield). 1H-NMR (CDCl3): δ 8.63 (s, 1H), 7.81-7.75 (m, 2H), 7.54-7.48 (m, 1H), 7.47-7.40 (m, 2H), 7.28 (m, 1H), 7.20 (d, 1H), 6.99 (dd, 1H), 6.40 (d, 1H), 5.36 (m, 1H), 2.75 (m, 2H), 2.44 (s, 3H), 2.31 (m, 1H), 2.02-1.91 (m, 3H); MS m/z 303 (M−1). The reactants are Cc1ccc(F)cc1C(=O)O, COc1ccc(S(N)(=O)=O)cc1. Reagents/catalysts: C1CCC(CC1)N=C=NC2CCCCC2 (DCC), CCN(C(C)C)C(C)C (DIPEA), C1(=C(C(=C(C(=C1F)F)F)F)F)O (Pentafluorophenol). The solvent is CN(C)C=O (DMF), CN(C)C=O (DMF), CN(C)C=O (DMF), CN(C)C=O (DMF), CN(C)C=O (DMF), CN(C)C=O (DMF). Reaction conditions: temperature 25 celsius, time 2 hour. Yields the product COc1ccc(S(=O)(=O)NC(=O)c2cc(F)ccc2C)cc1. Yield: 13.5%. As a reaction SMILES: COc1ccc(S(N)(=O)=O)cc1.Cc1ccc(F)cc1C(=O)O.C1CCC(CC1)N=C=NC2CCCCC2.C1(=C(C(=C(C(=C1F)F)F)F)F)O.CCN(C(C)C)C(C)C.CN(C)C=O>>COc1ccc(S(=O)(=O)NC(=O)c2cc(F)ccc2C)cc1. Starting materials: CCCCCCO, [Na+], O=C([O-])O, Cc1cc(CC(OC(=O)N2CCC(N3CCc4ccccc4NC3=O)CC2)C(=O)N2CCN(C3CCN(CC(=O)O)CC3)CC2)cc(C)c1O. Yields the product CCCCCCOC(=O)CN1CCC(N2CCN(C(=O)C(Cc3cc(C)c(O)c(C)c3)OC(=O)N3CCC(N4CCc5ccccc5NC4=O)CC3)CC2)CC1. Reaction SMILES: [CH2:51]([CH2:52][CH2:53][CH2:54][CH2:55][CH3:56])[OH:57].[Na+:62].[O-:58][C:59]([OH:60])=[O:61].[O:1]=[C:2]1[NH:3][c:4]2[c:5]([cH:47][cH:48][cH:49][cH:50]2)[CH2:6][CH2:7][N:8]1[CH:9]1[CH2:10][CH2:11][N:12]([C:15](=[O:16])[O:17][CH:18]([C:19](=[O:20])[N:21]2[CH2:22][CH2:23][N:24]([CH:27]3[CH2:28][CH2:29][N:30]([CH2:33][C:34](=[O:35])[OH:36])[CH2:31][CH2:32]3)[CH2:25][CH2:26]2)[CH2:37][c:38]2[cH:39][c:40]([CH3:46])[c:41]([OH:45])[c:42]([CH3:44])[cH:43]2)[CH2:13][CH2:14]1>>[O:1]=[C:2]1[NH:3][c:4]2[c:5]([cH:47][cH:48][cH:49][cH:50]2)[CH2:6][CH2:7][N:8]1[CH:9]1[CH2:10][CH2:11][N:12]([C:15](=[O:16])[O:17][CH:18]([C:19](=[O:20])[N:21]2[CH2:22][CH2:23][N:24]([CH:27]3[CH2:28][CH2:29][N:30]([CH2:33][C:34](=[O:35])[O:36][CH2:51][CH2:52][CH2:53][CH2:54][CH2:55][CH3:56])[CH2:31][CH2:32]3)[CH2:25][CH2:26]2)[CH2:37][c:38]2[cH:39][c:40]([CH3:46])[c:41]([OH:45])[c:42]([CH3:44])[cH:43]2)[CH2:13][CH2:14]1. Starting materials: OC1=CC=NC2=C(C=CC=C12)OC (4-Hydroxy-8-methoxyquinoline), C=O (formaldehyde). Solvent: [OH-].[Na+] (sodium hydroxide). Yields the product OC1=C(C=NC2=C(C=CC=C12)OC)CO (4-hydroxy-3-hydroxymethyl-8-methoxyquinoline). RXN SMILES: [OH:1][C:2]1[C:11]2[C:6](=[C:7]([O:12][CH3:13])[CH:8]=[CH:9][CH:10]=2)[N:5]=[CH:4][CH:3]=1.[CH2:14]=[O:15]>[OH-].[Na+]>[OH:1][C:2]1[C:11]2[C:6](=[C:7]([O:12][CH3:13])[CH:8]=[CH:9][CH:10]=2)[N:5]=[CH:4][C:3]=1[CH2:14][OH:15] |f:2.3|. Procedure details: 4-Hydroxy-8-methoxyquinoline was reacted with formaldehyde in aqueous sodium hydroxide to give the novel compound 4-hydroxy-3-hydroxymethyl-8-methoxyquinoline, m.p. >350°.